This data is from the Open Reaction Database (ORD), a public repository of structured organic reaction records. The task is: describe an organic reaction: reactants, conditions, products, and yield Reactants: C(C)(=O)OCC (ethyl acetate), C(C#C)Br (Propargyl bromide), C(C=C)N1C(N(C(NC1=O)=O)C=1C(=CC(=C(C1)N1C(=O)C2=C(CCCC2)C1=O)F)Cl)=O (N-[5-(3-allylhexahydro-2,4,6-trioxo-s-triazin-1-yl)-4-chloro-2-fluorophenyl]-1-cyclohexene-1,2-dicarboximide), C([O-])([O-])=O.[K+].[K+] (potassium carbonate). Solvent: CN(C=O)C (N,N-dimethylformamide). Conditions: time 7 hour. Yields the product ethyl acetate hexanes, C(C=C)N1C(N(C(N(C1=O)CC#C)=O)C=1C(=CC(=C(C1)N1C(=O)C2=C(CCCC2)C1=O)F)Cl)=O (N-{5-[3-Allylhexahydro-2,4,6-trioxo-5-(2-propynyl)-s-triazin-1-yl]-4-chloro-2-fluorophenyl}-1-cyclohexene-1,2-dicarboximide). The yield is 55.2%. RXN SMILES: [CH2:1](Br)[C:2]#[CH:3].[CH2:5]([N:8]1[C:13](=[O:14])[NH:12][C:11](=[O:15])[N:10]([C:16]2[C:17]([Cl:34])=[CH:18][C:19]([F:33])=[C:20]([N:22]3[C:31](=[O:32])[C:26]4[CH2:27][CH2:28][CH2:29][CH2:30][C:25]=4[C:23]3=[O:24])[CH:21]=2)[C:9]1=[O:35])[CH:6]=[CH2:7].C(=O)([O-])[O-].[K+].[K+].C(OCC)(=O)C>CN(C)C=O>[CH2:1]([N:12]1[C:13](=[O:14])[N:8]([CH2:5][C:6]#[CH:7])[C:9](=[O:35])[N:10]([C:16]2[C:17]([Cl:34])=[CH:18][C:19]([F:33])=[C:20]([N:22]3[C:31](=[O:32])[C:26]4[CH2:27][CH2:28][CH2:29][CH2:30][C:25]=4[C:23]3=[O:24])[CH:21]=2)[C:11]1=[O:15])[CH:2]=[CH2:3] |f:2.3.4|. Reported procedure: Propargyl bromide (0.37 mL, 3.36 mmol) is added to a mixture of N-[5-(3-allylhexahydro-2,4,6-trioxo-s-triazin-1-yl)-4-chloro-2-fluorophenyl]-1-cyclohexene-1,2-dicarboximide (1.00 g, 2.24 mmol), and potassium carbonate (0.62 g, 4.48 mmol) in N,N-dimethylformamide. The reaction mixture is stirred for 7 hours, and poured into ethyl acetate. The organic solution is washed sequentially with water and brine, dried over anhydrous magnesium sulfate, and concentrated in vacuo to obtain a yellow oil. Flas...